From a dataset of the Open Reaction Database (ORD), a public repository of structured organic reaction records. describe an organic reaction: reactants, conditions, products, and yield Starting materials: CCO, CC(C)(C)C(=O)Nc1cccc(NC(=O)C(C)(C)C)n1, COC(=O)OC, CCCCCC, CC(C)O, C1CCOC1. Product: COC(=O)c1ccc(NC(=O)C(C)(C)C)nc1NC(=O)C(C)(C)C. Reaction SMILES: [CH2:31]([OH:32])[CH3:33].[CH3:1][C:2]([C:3](=[O:4])[NH:5][c:6]1[n:7][c:8]([NH:12][C:13]([C:14]([CH3:15])([CH3:16])[CH3:17])=[O:18])[cH:9][cH:10][cH:11]1)([CH3:19])[CH3:20].[CH3:21][O:22][C:23](=[O:24])[O:25][CH3:26].[CH3:39][CH2:40][CH2:41][CH2:42][CH2:43][CH3:44].[CH:27]([OH:28])([CH3:29])[CH3:30].[O:34]1[CH2:35][CH2:36][CH2:37][CH2:38]1>>[CH3:1][C:2]([C:3](=[O:4])[NH:5][c:6]1[n:7][c:8]([NH:12][C:13]([C:14]([CH3:15])([CH3:16])[CH3:17])=[O:18])[c:9]([C:23]([O:22][CH3:21])=[O:24])[cH:10][cH:11]1)([CH3:19])[CH3:20].